Dataset: the Open Reaction Database (ORD), a public repository of structured organic reaction records. Task: describe an organic reaction: reactants, conditions, products, and yield Reactants: CCOCC, CCCCCCCCCCCC=Cc1coc([Si](C)(C)C)c1, [Pd]. The product is CCCCCCCCCCCCCc1coc([Si](C)(C)C)c1. Reaction SMILES: [CH2:23]([O:24][CH2:25][CH3:26])[CH3:27].[CH:1](=[CH:2][CH2:3][CH2:4][CH2:5][CH2:6][CH2:7][CH2:8][CH2:9][CH2:10][CH2:11][CH2:12][CH3:13])[c:14]1[cH:15][c:16]([Si:19]([CH3:20])([CH3:21])[CH3:22])[o:17][cH:18]1.[Pd:28]>>[CH2:1]([CH2:2][CH2:3][CH2:4][CH2:5][CH2:6][CH2:7][CH2:8][CH2:9][CH2:10][CH2:11][CH2:12][CH3:13])[c:14]1[cH:15][c:16]([Si:19]([CH3:20])([CH3:21])[CH3:22])[o:17][cH:18]1.